describe an organic reaction: reactants, conditions, products, and yield From a dataset of the Open Reaction Database (ORD), a public repository of structured organic reaction records. Reactants: CC(C)(C)OC(=O)NC1CNc2ccccc2NC1=O, O=C=NC1CCCCC1, C1CCOC1. Yields the product CC(C)(C)OC(=O)NC1CN(C(=O)NC2CCCCC2)c2ccccc2NC1=O. Reaction SMILES: [O:10]=[C:11]1[CH:12]([NH:22][C:23](=[O:24])[O:25][C:26]([CH3:27])([CH3:28])[CH3:29])[CH2:13][NH:14][c:15]2[c:16]([cH:18][cH:19][cH:20][cH:21]2)[NH:17]1.[O:1]=[C:2]=[N:3][CH:4]1[CH2:5][CH2:6][CH2:7][CH2:8][CH2:9]1.[O:30]1[CH2:31][CH2:32][CH2:33][CH2:34]1>>[O:1]=[C:2]([NH:3][CH:4]1[CH2:5][CH2:6][CH2:7][CH2:8][CH2:9]1)[N:14]1[CH2:13][CH:12]([NH:22][C:23](=[O:24])[O:25][C:26]([CH3:27])([CH3:28])[CH3:29])[C:11](=[O:10])[NH:17][c:16]2[c:15]1[cH:21][cH:20][cH:19][cH:18]2. Starting materials: C(C1=CC=CC=C1)OC(=O)NC(CCS(=O)(=O)[O-])CC(C)C ([2-(benzyloxycarbonylamino)-4-methyl-pentyl]methanesulfonate), C(C)(=O)OCC (ethyl acetate), O (water), [N-]=[N+]=[N-].[Na+] (sodium azide). The solvent is CN(C)C=O (DMF). The product is N(=[N+]=[N-])CC(CC(C)C)NC(OCC1=CC=CC=C1)=O (benzyl N-[1-(azidomethyl)-3-methyl-butyl]carbamate). As a reaction SMILES: [CH2:1]([O:8][C:9]([NH:11][CH:12]([CH2:19][CH:20]([CH3:22])[CH3:21])[CH2:13]CS([O-])(=O)=O)=[O:10])[C:2]1[CH:7]=[CH:6][CH:5]=[CH:4][CH:3]=1.[N-:23]=[N+:24]=[N-:25].[Na+].C(OCC)(=O)C.O>CN(C=O)C>[N:23]([CH2:13][CH:12]([NH:11][C:9](=[O:10])[O:8][CH2:1][C:2]1[CH:7]=[CH:6][CH:5]=[CH:4][CH:3]=1)[CH2:19][CH:20]([CH3:22])[CH3:21])=[N+:24]=[N-:25] |f:1.2|. Reported procedure: To the crude [2-(benzyloxycarbonylamino)-4-methyl-pentyl]methanesulfonate from the above reaction in DMF (50 mL), was added sodium azide 2.43 g. The reaction mixture was then heated to 85 degrees for 3 hrs. After cooling, ethyl acetate (300 mL) and water was added. The organic layer was separated, dried with magnesium sulfate and then concentrated under vacuum to afford the crude benzyl N-[1-(azidomethyl)-3-methyl-butyl]carbamate. To this crude intermediate was added THF (100 mL) followed by tri... The reactants are ClC(F)F (chlorodifluoromethane), ClC1=C(C(=O)OC(C)C)C=C(C(=C1)F)N1C(NC(=CC1=O)C)=O (isopropyl 2-chloro-4-fluoro-5-[3,6-dihydro-2,6-dioxo-4-methyl-1(2H)-pyrimidinyl]-benzoate), C([O-])([O-])=O.[K+].[K+] (potassium carbonate). Solvent: CN(C=O)C (dimethylformamide). Run at temperature 80 celsius. Product: ClC1=C(C(=O)OC(C)C)C=C(C(=C1)F)N1C(N(C(=CC1=O)C)C(F)F)=O (isopropyl 2-chloro-5-[3-difluoromethyl-3,6-dihydro-2,6-dioxo-4-methyl-1(2H)-pyrimidinyl]-4-fluorobenzoate). RXN SMILES: Cl[CH:2]([F:4])[F:3].[Cl:5][C:6]1[CH:17]=[C:16]([F:18])[C:15]([N:19]2[C:24](=[O:25])[CH:23]=[C:22]([CH3:26])[NH:21][C:20]2=[O:27])=[CH:14][C:7]=1[C:8]([O:10][CH:11]([CH3:13])[CH3:12])=[O:9].C(=O)([O-])[O-].[K+].[K+]>CN(C)C=O>[Cl:5][C:6]1[CH:17]=[C:16]([F:18])[C:15]([N:19]2[C:24](=[O:25])[CH:23]=[C:22]([CH3:26])[N:21]([CH:2]([F:4])[F:3])[C:20]2=[O:27])=[CH:14][C:7]=1[C:8]([O:10][CH:11]([CH3:13])[CH3:12])=[O:9] |f:2.3.4|. Procedure details: 103 g of chlorodifluoromethane are conducted into a suspension of 145.0 g of isopropyl 2-chloro-4-fluoro-5-[3,6-dihydro-2,6-dioxo-4-methyl-1(2H)-pyrimidinyl]-benzoate and 59.0 g of anhydrous, finely powdered potassium carbonate in 1 l of dimethylformamide for 6 hours while stirring at 80° C. After cooling the solid constituent is filtered off under suction and rinsed with 100 ml of dimethylformamide. The filtrate is concentrated to a large extent under reduced pressure at 55° C., the residue is ...